From a dataset of the Open Reaction Database (ORD), a public repository of structured organic reaction records. describe an organic reaction: reactants, conditions, products, and yield The reactants are C[Si](C)(C)CCS(=O)(=O)Cl, COC(=O)c1ccc2[nH]ccc2c1, CC(=O)O, [H-], [Na+], C1CCOC1. Yields the product COC(=O)c1ccc2c(ccn2S(=O)(=O)CC[Si](C)(C)C)c1. Reaction SMILES: [CH3:16][Si:17]([CH2:18][CH2:19][S:20](=[O:21])(=[O:22])[Cl:23])([CH3:24])[CH3:25].[CH3:1][O:2][C:3](=[O:4])[c:5]1[cH:6][c:7]2[cH:8][cH:9][nH:10][c:11]2[cH:12][cH:13]1.[CH3:26][C:27](=[O:28])[OH:29].[H-:14].[Na+:15].[O:30]1[CH2:31][CH2:32][CH2:33][CH2:34]1>>[CH3:1][O:2][C:3](=[O:4])[c:5]1[cH:6][c:7]2[cH:8][cH:9][n:10]([S:20]([CH2:19][CH2:18][Si:17]([CH3:16])([CH3:24])[CH3:25])(=[O:21])=[O:22])[c:11]2[cH:12][cH:13]1. The reactants are C(C)(=O)OCC (ethyl acetate), Cl (hydrochloric acid), N.C(C)O (ammonia ethanol), ClCC(C(C(=O)OCC)(F)F)(O)C1=C(C=C(C=C1)Cl)Cl (ethyl 4-chloro-3-(2,4-dichlorophenyl)-2,2-difluoro-3-hydroxybutyrate). The solvent is O (water), C(C)O (ethanol). Yields the product ClC1=C(C=CC(=C1)Cl)C1(C(C(=O)N)(F)F)CO1 (3-(2,4-dichlorophenyl)-3,4-epoxy-2,2-difluorobutanamide). As a reaction SMILES: Cl[CH2:2][C:3]([C:13]1[CH:18]=[CH:17][C:16]([Cl:19])=[CH:15][C:14]=1[Cl:20])([OH:12])[C:4]([F:11])([F:10])[C:5](OCC)=[O:6].[NH3:21].C(O)C.C(OCC)(=O)C.Cl>C(O)C.O>[Cl:20][C:14]1[CH:15]=[C:16]([Cl:19])[CH:17]=[CH:18][C:13]=1[C:3]1([O:12][CH2:2]1)[C:4]([F:11])([F:10])[C:5]([NH2:21])=[O:6] |f:1.2|. Procedure details: In 17 ml of ethanol was dissolved 1.7 g of ethyl 4-chloro-3-(2,4-dichlorophenyl)-2,2-difluoro-3-hydroxybutyrate. To the resulting solution was added 16.3 ml of a 3N ammonia-ethanol solution. The solution was subjected to reaction at 25°-30° C. for 24 hours. Then, the solvent was removed by distillation under reduced pressure. To the residue obtained were added 20 ml of ethyl acetate and 20 ml of water. The resulting mixture was adjusted to pH 1.0 with 6N hydrochloric acid. The organic layer was ... Starting materials: O=c1n(-c2ccc(OCc3ccccc3)cc2)c2ncccc2n1C(F)F, CCO. The product is O=c1n(-c2ccc(O)cc2)c2ncccc2n1C(F)F. Reaction SMILES: [CH2:1]([c:2]1[cH:3][cH:4][cH:5][cH:6][cH:7]1)[O:8][c:9]1[cH:10][cH:11][c:12](-[n:15]2[c:16](=[O:27])[n:17]([CH:24]([F:25])[F:26])[c:18]3[c:19]2[n:20][cH:21][cH:22][cH:23]3)[cH:13][cH:14]1.[CH3:28][CH2:29][OH:30]>>[OH:8][c:9]1[cH:10][cH:11][c:12](-[n:15]2[c:16](=[O:27])[n:17]([CH:24]([F:25])[F:26])[c:18]3[c:19]2[n:20][cH:21][cH:22][cH:23]3)[cH:13][cH:14]1. Starting materials: NC1=NC(=C(C=2N1C(NN2)=O)C2=CC=C(C=C2)Cl)C2=CC=C(C=C2)Cl (5-amino-7,8-bis(4-chlorophenyl)-[1,2,4]triazolo[4,3-c]pyrimidin-3(2H)-one), C([O-])([O-])=O.[K+].[K+] (potassium carbonate), ClCC=1C=CC(=NC1)C(F)(F)F (5-chloromethyl-2-(trifluoromethyl)pyridine). Run in CN(C)C=O (DMF). Conditions: temperature 50 celsius, time 80 minute. Yields the product NC1=NC(=C(C=2N1C(N(N2)CC=2C=NC(=CC2)C(F)(F)F)=O)C2=CC=C(C=C2)Cl)C2=CC=C(C=C2)Cl (5-amino-7,8-bis(4-chlorophenyl)-2-((6-(trifluoromethyl)pyridin-3-yl)methyl)[1,2,4]triazolo[4,3-c]pyrimidin-3(2H)-one). The yield is 67.2%. RXN SMILES: [NH2:1][C:2]1[N:7]2[C:8](=[O:11])[NH:9][N:10]=[C:6]2[C:5]([C:12]2[CH:17]=[CH:16][C:15]([Cl:18])=[CH:14][CH:13]=2)=[C:4]([C:19]2[CH:24]=[CH:23][C:22]([Cl:25])=[CH:21][CH:20]=2)[N:3]=1.C(=O)([O-])[O-].[K+].[K+].Cl[CH2:33][C:34]1[CH:35]=[CH:36][C:37]([C:40]([F:43])([F:42])[F:41])=[N:38][CH:39]=1>CN(C=O)C>[NH2:1][C:2]1[N:7]2[C:8](=[O:11])[N:9]([CH2:33][C:34]3[CH:39]=[N:38][C:37]([C:40]([F:43])([F:41])[F:42])=[CH:36][CH:35]=3)[N:10]=[C:6]2[C:5]([C:12]2[CH:13]=[CH:14][C:15]([Cl:18])=[CH:16][CH:17]=2)=[C:4]([C:19]2[CH:24]=[CH:23][C:22]([Cl:25])=[CH:21][CH:20]=2)[N:3]=1 |f:1.2.3|. Reported procedure: To a mixture of crude 5-amino-7,8-bis(4-chlorophenyl)-[1,2,4]triazolo[4,3-c]pyrimidin-3(2H)-one (26 mg, 0.07 mmol), DMF (0.5 mL), and potassium carbonate (45 mg, 0.32 mmol) was added 5-chloromethyl-2-(trifluoromethyl)pyridine (21.2 mg, 0.11 mmol). The resulting reaction mixture was stirred at 50° C. for 80 min. The reaction mixture was purified by preparative reverse phase HPLC without prior workup to obtain 25 mg of the title compound as a light yellow solid. HPLC/MS: retention time=4.14 min, [...